This data is from the Open Reaction Database (ORD), a public repository of structured organic reaction records. The task is: describe an organic reaction: reactants, conditions, products, and yield The reactants are CCOC(=O)C(Br)C(=O)OCC, O=C(c1ccccc1)c1ccc[nH]1, CCB(CC)CC, O, c1ccccc1. The product is CCOC(=O)C(C(=O)OCC)c1ccc(C(=O)c2ccccc2)[nH]1. Reaction SMILES: [Br:14][CH:15]([C:16](=[O:17])[O:18][CH2:19][CH3:20])[C:21](=[O:22])[O:23][CH2:24][CH3:25].[C:1]([c:2]1[cH:3][cH:4][cH:5][cH:6][cH:7]1)(=[O:8])[c:9]1[nH:10][cH:11][cH:12][cH:13]1.[CH2:26]([B:27]([CH2:28][CH3:29])[CH2:30][CH3:31])[CH3:32].[OH2:33].[cH:34]1[cH:35][cH:36][cH:37][cH:38][cH:39]1>>[C:1]([c:2]1[cH:3][cH:4][cH:5][cH:6][cH:7]1)(=[O:8])[c:9]1[nH:10][c:11]([CH:15]([C:16](=[O:17])[O:18][CH2:19][CH3:20])[C:21](=[O:22])[O:23][CH2:24][CH3:25])[cH:12][cH:13]1. Starting materials: N1CCC2(CC1)CSC1=C(O2)C2=CC=CC=C2C(C1=O)=O (spiro[naphtho[1,2-b][1,4]oxathiine-2,4′-piperidine]-5,6-dione), ClC1=NC=NC(=C1)Cl (4,6-dichloropyrimidine). Yields the product ClC1=CC(=NC=N1)N1CCC2(CC1)CSC1=C(O2)C2=CC=CC=C2C(C1=O)=O (1′-(6-chloropyrimidin-4-yl)spiro[naphtho[1,2-b][1,4]oxathiine-2,4′-piperidine]-5,6-dione). RXN SMILES: [NH:1]1[CH2:6][CH2:5][C:4]2([O:11][C:10]3[C:12]4[C:17]([C:18](=[O:21])[C:19](=[O:20])[C:9]=3[S:8][CH2:7]2)=[CH:16][CH:15]=[CH:14][CH:13]=4)[CH2:3][CH2:2]1.[Cl:22][C:23]1[CH:28]=[C:27](Cl)[N:26]=[CH:25][N:24]=1>>[Cl:22][C:23]1[N:24]=[CH:25][N:26]=[C:27]([N:1]2[CH2:2][CH2:3][C:4]3([O:11][C:10]4[C:12]5[C:17]([C:18](=[O:21])[C:19](=[O:20])[C:9]=4[S:8][CH2:7]3)=[CH:16][CH:15]=[CH:14][CH:13]=5)[CH2:5][CH2:6]2)[CH:28]=1. Procedure details: Compound 230 was synthesized using spiro[naphtho[1,2-b][1,4]oxathiine-2,4′-piperidine]-5,6-dione, 4,6-dichloropyrimidine and conditions outlined in procedure AA. M.p.=172-174° C.; 400 MHz 1H NMR (DMSO-d6) δ: 8.25 (s, 1H), 7.91-7.86 (m, 2H), 7.76-7.70 (m, 1H), 7.58-7.53 (m, 1H), 7.08 (s, 1H), 3.42-3.33 (m, 4H), 3.10 (s, 2H), 2.09-2.04 (m, 2H), 1.85-1.76 (m, 2H); LCMS: 414 [M+H]. Reactants: C(C)(C)(C)C=1C=C(C=C(C1)C(C)(C)C)C(=CC=CC(=CC(=O)[O-])C)CCC (7-(3,5-di-t-butylphenyl)-3-methyldeca-2,4,6-trienoate). Solvent: CO (MeOH). The product is C(C)(C)(C)C=1C=C(C=C(C1)C(C)(C)C)\C(=C/C=C/C(=C/C(=O)O)/C)\CCC ((2E. 4E 6Z)-7-(3,5-Di-t-butylphenyl)-3-methyldeca-2,4,6-trienoic acid). As a reaction SMILES: [C:1]([C:5]1[CH:6]=[C:7]([C:15]([CH2:25][CH2:26][CH3:27])=[CH:16][CH:17]=[CH:18][C:19]([CH3:24])=[CH:20][C:21]([O-:23])=[O:22])[CH:8]=[C:9]([C:11]([CH3:14])([CH3:13])[CH3:12])[CH:10]=1)([CH3:4])([CH3:3])[CH3:2]>CO>[C:1]([C:5]1[CH:6]=[C:7](/[C:15](/[CH2:25][CH2:26][CH3:27])=[CH:16]\[CH:17]=[CH:18]\[C:19](\[CH3:24])=[CH:20]\[C:21]([OH:23])=[O:22])[CH:8]=[C:9]([C:11]([CH3:12])([CH3:13])[CH3:14])[CH:10]=1)([CH3:2])([CH3:3])[CH3:4]. Reported procedure: Compound 28 was prepared in the same manner as 27 except that the cis isomer 26 was used instead of 25: TLC (10% MeOH-90% CHCl3) Rf 0.8; mp 166-169° C.; 1H-NMR (CDCl3)δ 0.89 (t, J=7 Hz, 3H, CH2CH3), 1.31 (s, 9H, CH3), 1.32 (s, 9H, CH3), 1.42 (m, 2H, CH2CH2CH3), 2.15 (s, 3H, CH3), 2.49 (t, J=7 Hz, 2H, CH2CH2CH3), 5.76 (s, 1H, =CH), 6.23 (d, J=11 Hz, 1H, =CH), 6.28 (d, J=15 Hz, 1H, =CH), 6.78 (dd, J=15 Hz, 1H, =CH), 7.04 (s, 2H, Ar--H), 7.35 (s, 1H, Ar--H). Starting materials: N(=O)OCCC(C)C (isoamyl nitrite), NC1=NC(=C(C(=C1C#N)C1=CC(=C(C=C1)OCCO)F)C#N)SCC=1N=C(OC1)C1=CC=C(C=C1)Cl (2-amino-6-({[2-(4-chlorophenyl)-1,3-oxazol-4-yl]methyl}sulfanyl)-4-[3-fluoro-4-(2-hydroxyethoxy)phenyl]pyridine-3,5-dicarbonitrile), [Cl-].[NH4+] (ammonium chloride). The reagents and catalysts are [Cu](Cl)Cl (copper(II) chloride). Solvent: C(C)#N (acetonitrile). Conditions: time 8 hour. Product: ClC1=NC(=C(C(=C1C#N)C1=CC(=C(C=C1)OCCO)F)C#N)SCC=1N=C(OC1)C1=CC=C(C=C1)Cl (2-Chloro-6-({[2-(4-chlorophenyl)-1,3-oxazol-4-yl]methyl}sulfanyl)-4-[3-fluoro-4-(2-hydroxy-ethoxy)phenyl]pyridine-3,5-dicarbonitrile). Reaction SMILES: N[C:2]1[C:7]([C:8]#[N:9])=[C:6]([C:10]2[CH:15]=[CH:14][C:13]([O:16][CH2:17][CH2:18][OH:19])=[C:12]([F:20])[CH:11]=2)[C:5]([C:21]#[N:22])=[C:4]([S:23][CH2:24][C:25]2[N:26]=[C:27]([C:30]3[CH:35]=[CH:34][C:33]([Cl:36])=[CH:32][CH:31]=3)[O:28][CH:29]=2)[N:3]=1.N(OCCC(C)C)=O.[Cl-:45].[NH4+]>C(#N)C.[Cu](Cl)Cl>[Cl:45][C:2]1[C:7]([C:8]#[N:9])=[C:6]([C:10]2[CH:15]=[CH:14][C:13]([O:16][CH2:17][CH2:18][OH:19])=[C:12]([F:20])[CH:11]=2)[C:5]([C:21]#[N:22])=[C:4]([S:23][CH2:24][C:25]2[N:26]=[C:27]([C:30]3[CH:31]=[CH:32][C:33]([Cl:36])=[CH:34][CH:35]=3)[O:28][CH:29]=2)[N:3]=1 |f:2.3|. Reported procedure: 150 mg (0.287 mmol) of 2-amino-6-({[2-(4-chlorophenyl)-1,3-oxazol-4-yl]methyl}sulfanyl)-4-[3-fluoro-4-(2-hydroxyethoxy)phenyl]pyridine-3,5-dicarbonitrile (Example 20) are initially charged in 20 ml of acetonitrile, 258 μl (1.724 mmol) of isoamyl nitrite and 232 mg (1.724 mmol) of copper(II) chloride are added and the mixture is stirred at room temperature overnight. The reaction mixture is then added to saturated ammonium chloride solution and extracted with ethyl acetate. The organic phase is w... Yields the product C(=O)(O)C1=CC=C(C=C1)C1=[N+](C=CC=C1)[O-] (2-(4-Carboxyphenyl)pyridine N-oxide). Reported procedure: 2-(4-Ethoxycarbonylphenyl)pyridine N-oxide (260 mg) synthesized from 4-(2-pyridyl)benzoic acid in the same manner as in the above Referetnial Example was dissolved in 1,4-dioxane (10 ml), a 1N aqueous solution (2.00 ml) of sodium hydroxide was added, and the mixture was heated under reflux for 2 hours. The reaction mixture was concentrated under reduced pressure, 1N hydrochloric acid (6 ml) was added to the residue, and precipitate formed was collected by filtration to obtain the title compound ... Reaction SMILES: C([O:3][C:4]([C:6]1[CH:11]=[CH:10][C:9]([C:12]2[CH:17]=[CH:16][CH:15]=[CH:14][N+:13]=2[O-:18])=[CH:8][CH:7]=1)=[O:5])C.N1C=CC=CC=1C1C=CC(C(O)=O)=CC=1.[OH-].[Na+]>O1CCOCC1>[C:4]([C:6]1[CH:11]=[CH:10][C:9]([C:12]2[CH:17]=[CH:16][CH:15]=[CH:14][N+:13]=2[O-:18])=[CH:8][CH:7]=1)([OH:5])=[O:3] |f:2.3|. Isolated yield 87.8%. Run in O1CCOCC1 (1,4-dioxane). The reactants are C(C)OC(=O)C1=CC=C(C=C1)C1=[N+](C=CC=C1)[O-] (2-(4-Ethoxycarbonylphenyl)pyridine N-oxide), N1=C(C=CC=C1)C1=CC=C(C(=O)O)C=C1 (4-(2-pyridyl)benzoic acid), aqueous solution, [OH-].[Na+] (sodium hydroxide). The reactants are Cc1ccccc1, NC(=O)c1cccc(Cl)c1, Clc1cncc(Oc2cccnc2)n1, ClCCl, CC(=O)[O-], CC(=O)[O-], [Pd+2]. Product: O=C(Nc1cncc(Oc2cccnc2)n1)c1cccc(Cl)c1. Reaction SMILES: [CH3:25][c:26]1[cH:27][cH:28][cH:29][cH:30][cH:31]1.[Cl:15][c:16]1[cH:17][c:18]([C:19](=[O:20])[NH2:21])[cH:22][cH:23][cH:24]1.[Cl:1][c:2]1[n:3][c:4]([O:8][c:9]2[cH:10][n:11][cH:12][cH:13][cH:14]2)[cH:5][n:6][cH:7]1.[Cl:32][CH2:33][Cl:34].[O-:36][C:37]([CH3:38])=[O:39].[O-:40][C:41]([CH3:42])=[O:43].[Pd+2:35]>>[c:2]1([NH:21][C:19]([c:18]2[cH:17][c:16]([Cl:15])[cH:24][cH:23][cH:22]2)=[O:20])[n:3][c:4]([O:8][c:9]2[cH:10][n:11][cH:12][cH:13][cH:14]2)[cH:5][n:6][cH:7]1. Procedure details: Conc. HCl (1.96 mL) and NaNO2 (2.2 g) were added to the H2O (21 mL) solution of DL-pipecolic acid (3.04 g) under a nitrogen atmosphere at 0° C. and stirred for 1 h. The solution was extracted with CH2Cl2 and organic layer was washed with brine. The mixture was dried over Na2SO4 and concentrated under reduced pressure to afford crude (2RS)-1-nitrosopiperidine-2-carboxylic acid as pale yellow crystals. Product: N(=O)N1C(CCCC1)C(=O)O ((2RS)-1-nitrosopiperidine-2-carboxylic acid). The solvent is O (H2O). Reaction SMILES: Cl.[N:2]([O-:4])=O.[Na+].[CH2:6]1[CH2:11][CH:10]([C:12]([OH:14])=[O:13])[NH:9][CH2:8][CH2:7]1>O>[N:2]([N:9]1[CH2:8][CH2:7][CH2:6][CH2:11][CH:10]1[C:12]([OH:14])=[O:13])=[O:4] |f:1.2|. Run at time 1 hour. The reactants are Cl (HCl), N(=O)[O-].[Na+] (NaNO2), C1CCNC(C1)C(=O)O (DL-pipecolic acid).